From a dataset of the Open Reaction Database (ORD), a public repository of structured organic reaction records. describe an organic reaction: reactants, conditions, products, and yield Starting materials: CC12S[C@H]3N(C1(C(=O)O)C2)C(C3NC(=O)OC(C)C3CC3)=O (2-methyl-2,3-methylene-6-(1-cyclopropylethoxy)carbonylaminopenam-3-carboxylic acid). Solvent: C(=O)O (formic acid), C(=O)O (formic acid). The product is CC12S[C@H]3N(C1(C(=O)O)C2)C(C3N)=O (2-methyl-2,3-methylene-6-aminopenam-3-carboxylic acid). Isolated yield 68.9%. As a reaction SMILES: [CH3:1][C:2]12[CH2:10][C:6]1([C:7]([OH:9])=[O:8])[N:5]1[C:11](=[O:22])[CH:12]([NH:13]C(OC(C3CC3)C)=O)[C@H:4]1[S:3]2>C(O)=O>[CH3:1][C:2]12[CH2:10][C:6]1([C:7]([OH:9])=[O:8])[N:5]1[C:11](=[O:22])[CH:12]([NH2:13])[C@H:4]1[S:3]2. Reported procedure: A solution of 2-methyl-2,3-methylene-6-(1-cyclopropylethoxy)carbonylaminopenam-3-carboxylic acid(840 mg.) in formic acid(5 ml.) was stirred for 1.5 hours at room temperature. After the reaction, formic acid was distilled off under reduced pressure. The residue was washed with ether, crystallized by adding acetonitrile containing water and the crystals were collected by filtration to give 2-methyl-2,3-methylene-6-aminopenam-3-carboxylic acid(380 mg.), mp. 200°C (dec.). Reactants: ClCCl, OCC1COCCO1, Cc1ccc(S(=O)(=O)Cl)cc1, c1ccncc1. The product is Cc1ccc(S(=O)(=O)OCC2COCCO2)cc1. RXN SMILES: [Cl:26][CH2:27][Cl:28].[O:1]1[CH:2]([CH2:7][OH:8])[CH2:3][O:4][CH2:5][CH2:6]1.[c:15]1([CH3:25])[cH:16][cH:17][c:18]([S:21](=[O:22])(=[O:23])[Cl:24])[cH:19][cH:20]1.[cH:9]1[cH:10][cH:11][n:12][cH:13][cH:14]1>>[O:1]1[CH:2]([CH2:7][O:8][S:21]([c:18]2[cH:17][cH:16][c:15]([CH3:25])[cH:20][cH:19]2)(=[O:22])=[O:23])[CH2:3][O:4][CH2:5][CH2:6]1. The solvent is C1CCOC1 (THF), C1CCOC1 (THF). Conditions: temperature 0 celsius, time 1 hour. Yields the product C(C1=CC=CC=C1)OCCOC1=C(C=C(C=C1)CBr)OC(C)(C)C (1-[2-(benzyloxy)ethoxy]-4-(bromomethyl)-2-tert-butoxybenzene). As a reaction SMILES: [CH2:1]([O:8][CH2:9][CH2:10][O:11][C:12]1[CH:17]=[CH:16][C:15]([CH2:18]O)=[CH:14][C:13]=1[O:20][C:21]([CH3:24])([CH3:23])[CH3:22])[C:2]1[CH:7]=[CH:6][CH:5]=[CH:4][CH:3]=1.[Br:25]C(Br)(Br)Br.C1(P(C2C=CC=CC=2)C2C=CC=CC=2)C=CC=CC=1>C1COCC1>[CH2:1]([O:8][CH2:9][CH2:10][O:11][C:12]1[CH:17]=[CH:16][C:15]([CH2:18][Br:25])=[CH:14][C:13]=1[O:20][C:21]([CH3:24])([CH3:23])[CH3:22])[C:2]1[CH:7]=[CH:6][CH:5]=[CH:4][CH:3]=1. Procedure details: To a stirred solution of 0.9 g (2.2 mmol) {4-[2-(benzyloxy)ethoxy]-3-tert-butoxyphenyl}methanol and 976 mg (2.94 mmol) tetrabromo methane in 9 ml THF was added 775 mg (2.96 mmol) triphenylphosphin diluted in 4.5 ml THF at 0° C. dropwisly. The reaction mixture was stirred for 1 h at 0° C. The suspension was filtrated. The filter cake was washed with THF. The combined filtrates were concentrated in vacua. The crude product is purified by column chromatography (silica gel, hexane/ethylacetate gradi... Yield: 28.0%. Starting materials: C(C1=CC=CC=C1)OCCOC1=C(C=C(C=C1)CO)OC(C)(C)C ({4-[2-(benzyloxy)ethoxy]-3-tert-butoxyphenyl}methanol), BrC(Br)(Br)Br (tetrabromo methane), C1(=CC=CC=C1)P(C1=CC=CC=C1)C1=CC=CC=C1 (triphenylphosphin). Starting materials: NC=1C(=C(C(=CC1)Cl)S(=O)(=O)N)O (3-amino-6-chloro-2-hydroxybenzenesulfonamide), N(=C=O)CC(=O)OCC (ethyl isocyanatoacetate). The solvent is CN(C=O)C (N,N-dimethyl-formamide), C(C)(=O)OCC (ethyl acetate). Yields the product NS(=O)(=O)C=1C(=C(C=CC1Cl)NC(=O)NCC(=O)OCC)O (N-(3-aminosulfonyl-4-chloro-2-hydroxyphenyl)-N′-(ethoxycarbonyl)methylurea). The yield is 7.5%. As a reaction SMILES: [NH2:1][C:2]1[C:3]([OH:13])=[C:4]([S:9]([NH2:12])(=[O:11])=[O:10])[C:5]([Cl:8])=[CH:6][CH:7]=1.[N:14]([CH2:17][C:18]([O:20][CH2:21][CH3:22])=[O:19])=[C:15]=[O:16]>CN(C)C=O.C(OCC)(=O)C>[NH2:12][S:9]([C:4]1[C:3]([OH:13])=[C:2]([NH:1][C:15]([NH:14][CH2:17][C:18]([O:20][CH2:21][CH3:22])=[O:19])=[O:16])[CH:7]=[CH:6][C:5]=1[Cl:8])(=[O:11])=[O:10]. Reported procedure: A solution of 3-amino-6-chloro-2-hydroxybenzenesulfonamide (170 mg, 0.76 mmol) and ethyl isocyanatoacetate (103 μL, 0.92 mmol) in 1.5 mL of N,N-dimethyl-formamide was stirred at room temperature for 20 hours. The mixture was diluted with ethyl acetate and washed with water to give the crude. Purification upon column chromatograph on silica gel, eluting with ethyl acetate/hexane (60/40, v/v), followed by Gilson HPLC separation, gave the desired product (20 mg, 7%). LC-MS (m/z) 352.0 (M+).